Dataset: the Open Reaction Database (ORD), a public repository of structured organic reaction records. Task: describe an organic reaction: reactants, conditions, products, and yield Reactants: BrC1=C(C=CC=C1)SCC(=O)N(NC(C1=CC=CC=C1)=O)C(C)C (benzoic acid N′-[2-(2-bromo-phenylsulfanyl)-acetyl]-N′-isopropyl-hydrazide), C(=O)([O-])[O-].[Na+].[Na+] (Na2CO3), FC1=C(C=CC=C1)B(O)O (2-fluorophenylboronic acid), Pd[PPh3]4. Solvent: COCCOC (DME). The product is FC1=C(C=CC=C1)C1=C(C=CC=C1)SCC(=O)N(NC(C1=CC=CC=C1)=O)C(C)C (benzoic acid N′-[2-(2′-fluoro-biphenyl-2-ylsulfanyl)-acetyl]-N′-isopropyl-hydrazide). Isolated yield 69.3%. RXN SMILES: Br[C:2]1[CH:7]=[CH:6][CH:5]=[CH:4][C:3]=1[S:8][CH2:9][C:10]([N:12]([CH:22]([CH3:24])[CH3:23])[NH:13][C:14](=[O:21])[C:15]1[CH:20]=[CH:19][CH:18]=[CH:17][CH:16]=1)=[O:11].C([O-])([O-])=O.[Na+].[Na+].[F:31][C:32]1[CH:37]=[CH:36][CH:35]=[CH:34][C:33]=1B(O)O>COCCOC>[F:31][C:32]1[CH:37]=[CH:36][CH:35]=[CH:34][C:33]=1[C:2]1[CH:7]=[CH:6][CH:5]=[CH:4][C:3]=1[S:8][CH2:9][C:10]([N:12]([CH:22]([CH3:24])[CH3:23])[NH:13][C:14](=[O:21])[C:15]1[CH:20]=[CH:19][CH:18]=[CH:17][CH:16]=1)=[O:11] |f:1.2.3|. Procedure: A solution of benzoic acid N′-[2-(2-bromo-phenylsulfanyl)-acetyl]-N′-isopropyl-hydrazide (100 mg, 0.246 mmol) in DME (5 ml)/2M Na2CO3 (0.43 ml, 0.86 mmoles) was treated with 2-fluorophenylboronic acid (69 mg, 0.49 mmol) and Pd[PPh3]4 (28 mg, 0.025 mmol) for 12 hours at 90° C. The reaction mixture was partitioned between water and DCM. The organic layer was washed with brine, dried over sodium sulfate, filtered, and concentrated. The crude was adsorbed on silica and purified on a silica gel colum...